This data is from the Open Reaction Database (ORD), a public repository of structured organic reaction records. The task is: describe an organic reaction: reactants, conditions, products, and yield Starting materials: (OH)CH2C(OH)Me2, [Al+3].[Cl-].[Cl-].[Cl-] (AlCl3), CC1(CCC(C2=CC=3C(CCC(C3C=C12)(C)C)(C)C)(C)C)C (1,1,4,4,5,5,8,8-octamethyl-1,2,3,4,5,6,7,8-octahydroanthracene), CC(C)(CCC(C)(O)C)O (2,5-dimethyl-2,5-hexanediol), CC1(CCC(C2=CC=CC=C12)(C)C)C (1,1,4,4-tetramethyl-1,2,3,4-tetrahydronaphthalene). The product is C(C1=CC=CC=C1)(C)(C)CC(O)C (Me2CPhCH2CH(OH)Me), CC1(CC(C2=CC=CC=C12)C)C (1,1,3-trimethyl-indan). The yield is 25.0%. Reaction SMILES: CC(O)(CCC(C)([OH:8])C)C.[CH3:11][C:12]1([CH3:24])[C:21]2[C:16](=[CH:17][CH:18]=[CH:19][CH:20]=2)[C:15](C)(C)[CH2:14][CH2:13]1.CC1(C)[C:39]2[C:30](=[CH:31][C:32]3[C:33]([CH3:43])([CH3:42])[CH2:34][CH2:35][C:36](C)(C)[C:37]=3[CH:38]=2)C(C)(C)CC1.[Al+3].[Cl-].[Cl-].[Cl-]>>[C:12]([CH2:13][CH:14]([CH3:15])[OH:8])([CH3:24])([CH3:11])[C:21]1[CH:16]=[CH:17][CH:18]=[CH:19][CH:20]=1.[CH3:42][C:33]1([CH3:43])[C:32]2[C:31](=[CH:30][CH:39]=[CH:38][CH:37]=2)[CH:35]([CH3:36])[CH2:34]1 |f:3.4.5.6|. Procedure details: "C6H6 concenses with (Me2C(OH) 2 only if 2-2.5 moles AlCl3 are used at 80°, yielding 8% 1,1,2-trimethyl-indan and some 50% Me2CAc. CH2 (CMe2OH)2 with 1.5 moles AlCl3 at 50°-70° yields 52.5% 1,1,3,3-tetramethyl-indan and 18% 1,2,3,5,6,7-hexahydro-1,1,3,3,5,5,7,7-octamethyl-indacene, m. 214°, while 2,5-dimethyl-2,5-hexanediol similarly gives 57.3% 1,1,4,4-tetramethyl-1,2,3,4-tetrahydronaphthalene and 1,1,4,4,5,5,8,8-octamethyl-1,2,3,4,5,6,7,8-octahydroanthracene (20%). Reaction with MeCH-(OH)CH2C(... Reactants: FC(C=1C=CC(=NC1)CO)(F)F ([5-(trifluoromethyl)pyridin-2-yl]methanol), BrP(Br)Br (tribromophosphane), O (water). Run in C(Cl)Cl (DCM). Conditions: time 3 hour. Product: BrCC1=NC=C(C=C1)C(F)(F)F (2-(Bromomethyl)-5-(trifluoromethyl)pyridine). Reaction SMILES: [F:1][C:2]([F:12])([F:11])[C:3]1[CH:4]=[CH:5][C:6]([CH2:9]O)=[N:7][CH:8]=1.[Br:13]P(Br)Br.O>C(Cl)Cl>[Br:13][CH2:9][C:6]1[CH:5]=[CH:4][C:3]([C:2]([F:12])([F:11])[F:1])=[CH:8][N:7]=1. Procedure details: To a solution of [5-(trifluoromethyl)pyridin-2-yl]methanol (5.0 g, 28.24 mmol) in DCM (50 ml) was added tribromophosphane (0.58 g, 3.50 mmol) at 0° C. The reaction was allowed to warm to room temperature and stirred for 3 hours. The reaction was then poured into water (50 ml) and the organics were extracted with DCM (2×50 ml), washed with brine, dried over sodium sulfate and concentrated in vacuo to afford the title compound which was used without further purification. Reactants: ClC=1C=C(C=CC1)C1=NC=2C(=NC=CC2)N1CC(=O)O (2-(3-chlorophenyl)-3H-imidazo[4,5-b]pyridine-3-acetic acid), C(=O)(N1C=NC=C1)N1C=NC=C1 (1,1'-carbonyldiimidazole), CN(CCCN)C (3-dimethylaminopropylamine). The solvent is O1CCCC1 (tetrahydrofuran), O1CCCC1 (tetrahydrofuran). The product is Cl.ClC=1C=C(C=CC1)C1=NC=2C(=NC=CC2)N1CC(=O)NCCCN(C)C (2-(3-Chlorophenyl)-N-[3-(dimethylamino)propyl]-3H-imidazo[4,5-b]pyridine-3-acetamide hydrochloride). Yield: 79.1%. As a reaction SMILES: [Cl:1][C:2]1[CH:3]=[C:4]([C:8]2[N:16]([CH2:17][C:18]([OH:20])=O)[C:11]3=[N:12][CH:13]=[CH:14][CH:15]=[C:10]3[N:9]=2)[CH:5]=[CH:6][CH:7]=1.C(N1C=CN=C1)(N1C=CN=C1)=O.[CH3:33][N:34]([CH3:39])[CH2:35][CH2:36][CH2:37][NH2:38]>O1CCCC1>[ClH:1].[Cl:1][C:2]1[CH:3]=[C:4]([C:8]2[N:16]([CH2:17][C:18]([NH:38][CH2:37][CH2:36][CH2:35][N:34]([CH3:39])[CH3:33])=[O:20])[C:11]3=[N:12][CH:13]=[CH:14][CH:15]=[C:10]3[N:9]=2)[CH:5]=[CH:6][CH:7]=1 |f:4.5|. Procedure details: A solution of 2-(3-chlorophenyl)-3H-imidazo[4,5-b]pyridine-3-acetic acid (5.76 g, 0.020 mole), 1,1'-carbonyldiimidazole (3.24 g, 0.020 mole), and anhydrous tetrahydrofuran (250 ml) was stirred at room temperature with a stream of nitrogen bubbling through it for 2 hrs. The nitrogen flow was stopped and a solution of 3-dimethylaminopropylamine (2.04 g, 0.020 mole) in dry tetrahydrofuran (50 ml) was added. The solution was stoppered and stirred at room temperature over the weekend. The reaction mi... Starting materials: C(C)(C)(C)OC(NC1=CC(=CC=C1)OCCCN(CC(C1=CC=CC=C1)C1=CC=CC=C1)CC1=C(C(=CC=C1)C(F)(F)F)Cl)=O ((3-{3-[(2-Chloro-3-trifluoromethyl-benzyl)-diphenylethyl-amino]-propoxy}-phenyl)-carbamic acid tert-butyl ester), C(Cl)Cl (methylene chloride), FC(C(=O)O)(F)F (trifluoroacetic acid). Solvent: CCOCC (ether), Cl (HCl), CCOCC (Et2O). Product: Cl.Cl.ClC1=C(CN(CCCOC=2C=C(C=CC2)N)CC(C2=CC=CC=C2)C2=CC=CC=C2)C=CC=C1C(F)(F)F (3-(3-[(2-Chloro-3-trifluoromethyl-benzyl)-diphenylethyl-amino]-propoxy}-phenylamine dihydrochloride). RXN SMILES: C(OC(=O)[NH:7][C:8]1[CH:13]=[CH:12][CH:11]=[C:10]([O:14][CH2:15][CH2:16][CH2:17][N:18]([CH2:33][C:34]2[CH:39]=[CH:38][CH:37]=[C:36]([C:40]([F:43])([F:42])[F:41])[C:35]=2[Cl:44])[CH2:19][CH:20]([C:27]2[CH:32]=[CH:31][CH:30]=[CH:29][CH:28]=2)[C:21]2[CH:26]=[CH:25][CH:24]=[CH:23][CH:22]=2)[CH:9]=1)(C)(C)C.C(Cl)[Cl:47].FC(F)(F)C(O)=O>CCOCC.Cl>[ClH:44].[ClH:47].[Cl:44][C:35]1[C:36]([C:40]([F:41])([F:42])[F:43])=[CH:37][CH:38]=[CH:39][C:34]=1[CH2:33][N:18]([CH2:19][CH:20]([C:21]1[CH:22]=[CH:23][CH:24]=[CH:25][CH:26]=1)[C:27]1[CH:32]=[CH:31][CH:30]=[CH:29][CH:28]=1)[CH2:17][CH2:16][CH2:15][O:14][C:10]1[CH:9]=[C:8]([NH2:7])[CH:13]=[CH:12][CH:11]=1 |f:5.6.7|. Procedure: (3-{3-[(2-Chloro-3-trifluoromethyl-benzyl)-diphenylethyl-amino]-propoxy}-phenyl)-carbamic acid tert-butyl ester, (0.51 g, 0.8 mmol) was stirred overnight at room temperature in a mixture methylene chloride (5 mL) and trifluoroacetic acid (0.5 mL). The solvents were removed in vacuo to yield the crude amine as an oil. The oil was diluted with ether, and 1 N HCl in Et2O was added to precipitate the HCl salt of the product. The title compound was isolated as a cream yellow powder, 0.53 g (100%). MS...